describe an organic reaction: reactants, conditions, products, and yield From a dataset of the Open Reaction Database (ORD), a public repository of structured organic reaction records. Reactants: CC(NC(=O)Cc1cc(F)cc(F)c1)C(=O)O, CN1Cc2ccccc2C(N)C1=O. The product is CC(NC(=O)Cc1cc(F)cc(F)c1)C(=O)NC1C(=O)N(C)Cc2ccccc21. RXN SMILES: [F:1][c:2]1[cH:3][c:4]([CH2:9][C:10](=[O:11])[NH:12][CH:13]([CH3:14])[C:15](=[O:16])[OH:17])[cH:5][c:6]([F:8])[cH:7]1.[NH2:18][CH:19]1[C:20](=[O:30])[N:21]([CH3:29])[CH2:22][c:23]2[cH:24][cH:25][cH:26][cH:27][c:28]21>>[F:1][c:2]1[cH:3][c:4]([CH2:9][C:10](=[O:11])[NH:12][CH:13]([CH3:14])[C:15](=[O:17])[NH:18][CH:19]2[C:20](=[O:30])[N:21]([CH3:29])[CH2:22][c:23]3[cH:24][cH:25][cH:26][cH:27][c:28]32)[cH:5][c:6]([F:8])[cH:7]1. Starting materials: C(C)(C)(C)OC(NCCCCN)=O ((4-amino-butyl)-carbamic acid tert-butyl ester), C(C)(=O)C=1SC=CN1 (2-acetyl thiazole), [BH4-].[Na+] (NaBH4). The solvent is CO (MeOH). The product is C(C)(C)(C)OC(NCCCCNC(C)C=1SC=CN1)=O ([4-(1-thiazol-2-yl-ethylamino)-butyl]-carbamic acid tert-butyl ester). As a reaction SMILES: [C:1]([O:5][C:6](=[O:13])[NH:7][CH2:8][CH2:9][CH2:10][CH2:11][NH2:12])([CH3:4])([CH3:3])[CH3:2].[C:14]([C:17]1[S:18][CH:19]=[CH:20][N:21]=1)(=O)[CH3:15].[BH4-].[Na+]>CO>[C:1]([O:5][C:6](=[O:13])[NH:7][CH2:8][CH2:9][CH2:10][CH2:11][NH:12][CH:14]([C:17]1[S:18][CH:19]=[CH:20][N:21]=1)[CH3:15])([CH3:4])([CH3:2])[CH3:3] |f:2.3|. Procedure details: Using General Procedure B: Reaction of (4-amino-butyl)-carbamic acid tert-butyl ester and 2-acetyl thiazole in MeOH with NaBH4 gave [4-(1-thiazol-2-yl-ethylamino)-butyl]-carbamic acid tert-butyl ester as a colorless oil. 1H NMR (CDCl3) δ 1.44 (s, 9H), 1.50-1.57 (m, 4H), 1.66 (d, 3H, J=6.5 Hz), 2.58-2.69 (m, 2H), 3.08-3.14 (m, 2H), 4.15 (q, 1H, J=6.7 Hz), 7.24 (d, 1H, J=3.3 Hz), 7.70 (d, 1H, J=3.3 Hz). Reactants: CCO, Cl, NO, O=C(c1ccc(OCCCc2c[nH]cn2)cc1)C1CC1. Product: ON=C(c1ccc(OCCCc2c[nH]cn2)cc1)C1CC1. RXN SMILES: [CH3:24][CH2:25][OH:26].[ClH:21].[NH2:22][OH:23].[nH:1]1[cH:2][n:3][c:4]([CH2:6][CH2:7][CH2:8][O:9][c:10]2[cH:11][cH:12][c:13]([C:16](=[O:17])[CH:18]3[CH2:19][CH2:20]3)[cH:14][cH:15]2)[cH:5]1>>[nH:1]1[cH:2][n:3][c:4]([CH2:6][CH2:7][CH2:8][O:9][c:10]2[cH:11][cH:12][c:13]([C:16]([CH:18]3[CH2:19][CH2:20]3)=[N:22][OH:23])[cH:14][cH:15]2)[cH:5]1. The reactants are C=1C=CC(=CC1)C2=NC(C(=O)NC3=C2C=C(C=C3)Cl)O (Oxazepam), S(=O)(Cl)Cl (thionyl chloride), C=1C=CC(=CC1)C2=NC(C(=O)NC3=C2C=C(C=C3)Cl)O (oxazepam), S(=O)(Cl)Cl (thionyl chloride). Run in CN(C)C=O (DMF). Conditions: time 24 hour. Product: ClC1C(NC2=C(C(=N1)C1=CC=CC=C1)C=C(C=C2)Cl)=O (3,7-Dichloro-5-phenyl-1,3-dihydro-2H-1,4-benzodiazepine-2-one). RXN SMILES: [CH:1]1[CH:2]=[CH:3][C:4]([C:7]2[C:14]3[CH:15]=[C:16]([Cl:19])[CH:17]=[CH:18][C:13]=3[NH:12][C:10](=[O:11])[CH:9](O)[N:8]=2)=[CH:5][CH:6]=1.S(Cl)([Cl:23])=O>CN(C=O)C>[Cl:23][CH:9]1[N:8]=[C:7]([C:4]2[CH:3]=[CH:2][CH:1]=[CH:6][CH:5]=2)[C:14]2[CH:15]=[C:16]([Cl:19])[CH:17]=[CH:18][C:13]=2[NH:12][C:10]1=[O:11]. Procedure: Oxazepam (1.0 g) was added in portions to 1.0 ml of freshly distilled thionyl chloride that contained ~50μl of DMF with stirring under N2 atmosphere at ice-bath temperature. As soon as the oxazepam was added to the thionyl chloride, the color turned bright yellow and remained unchanged. After complete addition, the heterogeneous reaction mixture was stirred at 0° for 1 hour and then left in the cold room at ~4° for 24 hours. Excess thionyl chloride was removed on a rotary evaporator. The resulti... Reactants: CCOC1=NS(=O)N=C1OCC, CCO, NCC(O)COCc1cccc(CN2CCCCC2)c1. Product: CCOC1=NS(=O)N=C1NCC(O)COCc1cccc(CN2CCCCC2)c1. RXN SMILES: [CH2:21]([CH3:22])[O:23][C:24]1=[N:25][S:26](=[O:32])[N:27]=[C:28]1[O:29][CH2:30][CH3:31].[CH3:33][CH2:34][OH:35].[OH:1][CH:2]([CH2:3][NH2:4])[CH2:5][O:6][CH2:7][c:8]1[cH:9][c:10]([CH2:14][N:15]2[CH2:16][CH2:17][CH2:18][CH2:19][CH2:20]2)[cH:11][cH:12][cH:13]1>>[OH:1][CH:2]([CH2:3][NH:4][C:28]1=[N:27][S:26](=[O:32])[N:25]=[C:24]1[O:23][CH2:21][CH3:22])[CH2:5][O:6][CH2:7][c:8]1[cH:9][c:10]([CH2:14][N:15]2[CH2:16][CH2:17][CH2:18][CH2:19][CH2:20]2)[cH:11][cH:12][cH:13]1. Reactants: Cl.ClC1=C2C(=NC(=C1)C1=CC(=CC=C1)Cl)CCC2 (4-chloro-2-(3-chlorophenyl)-6,7-dihydro-5H-cyclopenta[b]pyridine hydrochloride), NC1=CC(=C(C=C1)CC#N)C (2-(4-amino-2-methylphenyl)acetonitrile), hydrochloride salt. The product is Cl.ClC=1C=C(C=CC1)C1=CC(=C2C(=N1)CCC2)NC2=CC(=C(C=C2)CC#N)C (2-(4-((2-(3-Chlorophenyl)-6,7-dihydro-5H-cyclopenta[b]pyridin-4-yl)amino)-2-methylphenyl)acetonitrile hydrochloride). Isolated yield 46.5%. As a reaction SMILES: Cl.[Cl:2][C:3]1[CH:8]=[C:7]([C:9]2[CH:14]=[CH:13][CH:12]=[C:11]([Cl:15])[CH:10]=2)[N:6]=[C:5]2[CH2:16][CH2:17][CH2:18][C:4]=12.[NH2:19][C:20]1[CH:25]=[CH:24][C:23]([CH2:26][C:27]#[N:28])=[C:22]([CH3:29])[CH:21]=1>>[ClH:2].[Cl:15][C:11]1[CH:10]=[C:9]([C:7]2[N:6]=[C:5]3[CH2:16][CH2:17][CH2:18][C:4]3=[C:3]([NH:19][C:20]3[CH:25]=[CH:24][C:23]([CH2:26][C:27]#[N:28])=[C:22]([CH3:29])[CH:21]=3)[CH:8]=2)[CH:14]=[CH:13][CH:12]=1 |f:0.1,3.4|. Reported procedure: Following General Procedure A2, 4-chloro-2-(3-chlorophenyl)-6,7-dihydro-5H-cyclopenta[b]pyridine hydrochloride (0.100 g, 0.33 mmol) was reacted with 2-(4-amino-2-methylphenyl)acetonitrile (0.073 g, 0.50 mmol), followed by the formation of the hydrochloride salt to afford the title compound (0.063 g, 63%) as a white solid. MW=410.34. 1H NMR (DMSO-d6, 500 MHz) δ 13.96 (s, 1H), 9.71 (s, 1H), 7.89 (t, J=1.8 Hz, 1H), 7.78-7.69 (m, 1H), 7.65 (d, J=7.9 Hz, 1H), 7.59 (t, J=7.9 Hz, 1H), 7.45 (d, J=7.9 Hz...